describe an organic reaction: reactants, conditions, products, and yield From a dataset of the Open Reaction Database (ORD), a public repository of structured organic reaction records. The reactants are COC(CN1N=C(C(=C1)N1C(NC=2C=NC=3C=CC(=CC3C21)Br)=O)C)=O ([4-(8-bromo-2-oxo-2,3-dihydro-imidazo[4,5-c]quinolin-1-yl)-3-methyl-pyrazol-1-yl]-acetic acid methyl ester), C(CCC)[N+](CCCC)(CCCC)CCCC (tetrabutylammonium), [OH-].[Na+] (NaOH). The solvent is C(Cl)Cl (CH2Cl2). Run at time 4 hour. The product is BrC1=CC=2C3=C(C=NC2C=C1)NC(N3C=3C(=NN(C3)CC(=O)O)C)=O ([4-(8-Bromo-2-oxo-2,3-dihydro-imidazo[4,5-c]quinolin-1-yl)-3-methyl-pyrazol-1-yl]-acetic acid). RXN SMILES: C[O:2][C:3](=[O:26])[CH2:4][N:5]1[CH:9]=[C:8]([N:10]2[C:22]3[C:21]4[CH:20]=[C:19]([Br:23])[CH:18]=[CH:17][C:16]=4[N:15]=[CH:14][C:13]=3[NH:12][C:11]2=[O:24])[C:7]([CH3:25])=[N:6]1.C([N+](CCCC)(CCCC)CCCC)CCC.[OH-].[Na+]>C(Cl)Cl>[Br:23][C:19]1[CH:18]=[CH:17][C:16]2[N:15]=[CH:14][C:13]3[NH:12][C:11](=[O:24])[N:10]([C:8]4[C:7]([CH3:25])=[N:6][N:5]([CH2:4][C:3]([OH:26])=[O:2])[CH:9]=4)[C:22]=3[C:21]=2[CH:20]=1 |f:2.3|. Procedure: To a mixture of [4-(8-bromo-2-oxo-2,3-dihydro-imidazo[4,5-c]quinolin-1-yl)-3-methyl-pyrazol-1-yl]-acetic acid methyl ester (Stage 101.1.3, 3.22 g, 7.73 mmol) and tetrabutylammonium (250 mg, 0.773 mmol) in CH2Cl2 (150 ml) was added 1 M aqueous NaOH (80 ml). The reaction mixture was energetically stirred for 4 h 30 at rt. The organic layer was separted and the aqueous layer washed with CH2Cl2 (2×), adjusted to pH 4 with concentrated aqueous HCl and extracted with n-butanol (5×). The combined organ... Reported procedure: This compound was prepared according to the procedure described for the synthesis of tert-butyl 1-(3-((4-(diethylamino)-2-(4-((3-(trifluoromethyl)benzyl)carbamoyl)pyridin-2-yl)phenyl)carbamoyl)phenyl)-2-methyl-1-oxo-5,8,11-trioxa-2-azatetradecan-14-oate Example 188, using (S)—N-(2-methoxyethyl)piperidine-3-carboxamide 4.14a in place of tert-butyl 5,8,11-trioxa-2-azatetradecan-14-oate. MS (ES, m/z): 759.4 [M+H]+. Product: C(C)N(C=1C=CC(=C(C1)C=1C=C(C(=O)NCC2=CC(=CC=C2)C(F)(F)F)C=CN1)NC(C1=CC(=CC=C1)C(=O)N1C[C@H](CCC1)C(NCCOC)=O)=O)CC ((S)-2-(5-(diethylamino)-2-(3-(3-((2-methoxyethyl)carbamoyl)piperidine-1-carbonyl)benzamido)phenyl)-N-(3-(trifluoromethyl)benzyl)isonicotinamide). Starting materials: C(C)N(C1=CC(=C(C=C1)NC(=O)C=1C=C(C=CC1)C(N(CCOCCOCCOCCC(=O)OC(C)(C)C)C)=O)C1=NC=CC(=C1)C(NCC1=CC(=CC=C1)C(F)(F)F)=O)CC (tert-butyl 1-(3-((4-(diethylamino)-2-(4-((3-(trifluoromethyl)benzyl)carbamoyl)pyridin-2-yl)phenyl)carbamoyl)phenyl)-2-methyl-1-oxo-5,8,11-trioxa-2-azatetradecan-14-oate), COCCNC(=O)[C@@H]1CNCCC1 ((S)—N-(2-methoxyethyl)piperidine-3-carboxamide). Reaction SMILES: [CH2:1]([N:3]([CH2:61][CH3:62])[C:4]1[CH:9]=[CH:8][C:7]([NH:10][C:11]([C:13]2[CH:14]=[C:15]([C:19](=[O:40])[N:20]([CH3:39])CCOCCOCCOCCC(OC(C)(C)C)=O)[CH:16]=[CH:17][CH:18]=2)=[O:12])=[C:6]([C:41]2[CH:46]=[C:45]([C:47](=[O:60])[NH:48][CH2:49][C:50]3[CH:55]=[CH:54][CH:53]=[C:52]([C:56]([F:59])([F:58])[F:57])[CH:51]=3)[CH:44]=[CH:43][N:42]=2)[CH:5]=1)[CH3:2].[CH3:63][O:64][CH2:65][CH2:66][NH:67][C:68]([C@H:70]1[CH2:75][CH2:74][CH2:73]NC1)=[O:69]>>[CH2:1]([N:3]([CH2:61][CH3:62])[C:4]1[CH:9]=[CH:8][C:7]([NH:10][C:11](=[O:12])[C:13]2[CH:18]=[CH:17][CH:16]=[C:15]([C:19]([N:20]3[CH2:73][CH2:74][CH2:75][C@H:70]([C:68](=[O:69])[NH:67][CH2:66][CH2:65][O:64][CH3:63])[CH2:39]3)=[O:40])[CH:14]=2)=[C:6]([C:41]2[CH:46]=[C:45]([CH:44]=[CH:43][N:42]=2)[C:47]([NH:48][CH2:49][C:50]2[CH:55]=[CH:54][CH:53]=[C:52]([C:56]([F:59])([F:58])[F:57])[CH:51]=2)=[O:60])[CH:5]=1)[CH3:2].